This data is from the Open Reaction Database (ORD), a public repository of structured organic reaction records. The task is: describe an organic reaction: reactants, conditions, products, and yield The reactants are CC1=NOC(=C1)CCCCCOC1=CC=C(C=O)C=C1 (4-[5-(3-methyl-5-isoxazolyl)pentyloxy]benzaldehyde), C([O-])([O-])=O.[K+].[K+] (potassium carbonate), S(=O)(=O)(C1=CC=C(C)C=C1)C[N+]#[C-] (tosylmethyl isocyanide). Run in CO (methanol). The product is CC1=NOC(=C1)CCCCCOC1=CC=C(C=C1)C1=CN=CO1 (3-methyl-5-{5-[4-(5-oxazolyl)phenoxy]pentyl}isoxazole). The yield is 47.5%. As a reaction SMILES: [CH3:1][C:2]1[CH:6]=[C:5]([CH2:7][CH2:8][CH2:9][CH2:10][CH2:11][O:12][C:13]2[CH:20]=[CH:19][C:16]([CH:17]=[O:18])=[CH:15][CH:14]=2)[O:4][N:3]=1.C(=O)([O-])[O-].[K+].[K+].S([CH2:37][N+:38]#[C-:39])(C1C=CC(C)=CC=1)(=O)=O>CO>[CH3:1][C:2]1[CH:6]=[C:5]([CH2:7][CH2:8][CH2:9][CH2:10][CH2:11][O:12][C:13]2[CH:14]=[CH:15][C:16]([C:17]3[O:18][CH:39]=[N:38][CH:37]=3)=[CH:19][CH:20]=2)[O:4][N:3]=1 |f:1.2.3|. Reported procedure: A suspension of 10.00 g of 4-[5-(3-methyl-5-isoxazolyl)pentyloxy]benzaldehyde, 10.0 g of potassium carbonate and 7.14 g of tosylmethyl isocyanide (4-CH3C6H4 --SO2CH2NC) in 90 ml of methanol was heated at reflux for 3 hours. The reaction mixture was concentrated in vacuo, and the residue was extracted with methylene dichloride. The extract was washed with water, the product isolated and recrystallized from isopropyl acetate-hexane. Further purification by flash filtration through a silica gel pad...